This data is from the Open Reaction Database (ORD), a public repository of structured organic reaction records. The task is: describe an organic reaction: reactants, conditions, products, and yield Reactants: O=C1NCN(C12CCNCC2)C2=CC=CC=C2 (4-oxo-1-phenyl-1,3,8-triazaspiro-[4.5]decane), C=O (formaldehyde), C=1C=C2C=CC=C3C2=C(C1)C(=O)NC3=O (1,8-naphthalimide). Run in CN(C=O)C (dimethylformamide). Yields the product O=C1NCN(C12CCN(CC2)CN2C(C1=CC=CC=3C1=C(C2=O)C=CC3)=O)C3=CC=CC=C3 (2-[(4-Oxo-1-phenyl-1,3,8-triazaspiro[4.5]decan-8-yl)methyl]-1H-benz[de]isoquinoline-1,3(2H)-dione). Reaction SMILES: [O:1]=[C:2]1[C:6]2([CH2:11][CH2:10][NH:9][CH2:8][CH2:7]2)[N:5]([C:12]2[CH:17]=[CH:16][CH:15]=[CH:14][CH:13]=2)[CH2:4][NH:3]1.[CH2:18]=O.[CH:20]1[CH:21]=[C:22]2[C:27]3=[C:28]([C:30]([NH:32][C:33](=[O:34])[C:26]3=[CH:25][CH:24]=[CH:23]2)=[O:31])[CH:29]=1>CN(C)C=O>[O:1]=[C:2]1[C:6]2([CH2:7][CH2:8][N:9]([CH2:18][N:32]3[C:33](=[O:34])[C:26]4[CH:25]=[CH:24][CH:23]=[C:22]5[C:27]=4[C:28](=[CH:29][CH:20]=[CH:21]5)[C:30]3=[O:31])[CH2:10][CH2:11]2)[N:5]([C:12]2[CH:17]=[CH:16][CH:15]=[CH:14][CH:13]=2)[CH2:4][NH:3]1. Procedure: An equimolar mixture of 4-oxo-1-phenyl-1,3,8-triazaspiro-[4.5]decane, aqueous formaldehyde, and 1,8-naphthalimide is suspended in a small amount of dimethylformamide and the mixture is heated until dissolution is complete. The solution is allowed to stand at room temperature and the resulting precipitate is filtered off and dried to yield the titled compound.